Task: describe an organic reaction: reactants, conditions, products, and yield. Dataset: the Open Reaction Database (ORD), a public repository of structured organic reaction records Reaction SMILES: [CH2:1]([O:3][C:4]([C:6]1[C:14]2[C:9](=[CH:10][CH:11]=[C:12]([OH:15])[CH:13]=2)[N:8]([C:16]2[CH:21]=[CH:20][C:19]([O:22][CH:23]([CH3:25])[CH3:24])=[CH:18][CH:17]=2)[C:7]=1[CH2:26][C:27]([O:29][CH2:30][CH3:31])=[O:28])=[O:5])[CH3:2].[F:32][C:33]([F:45])([F:44])[O:34][C:35]1[CH:40]=[CH:39][C:38](B(O)O)=[CH:37][CH:36]=1>>[CH2:1]([O:3][C:4]([C:6]1[C:14]2[C:9](=[CH:10][CH:11]=[C:12]([O:15][C:38]3[CH:37]=[CH:36][C:35]([O:34][C:33]([F:32])([F:44])[F:45])=[CH:40][CH:39]=3)[CH:13]=2)[N:8]([C:16]2[CH:21]=[CH:20][C:19]([O:22][CH:23]([CH3:24])[CH3:25])=[CH:18][CH:17]=2)[C:7]=1[CH2:26][C:27]([O:29][CH2:30][CH3:31])=[O:28])=[O:5])[CH3:2]. Reactants: C(C)OC(=O)C1=C(N(C2=CC=C(C=C12)O)C1=CC=C(C=C1)OC(C)C)CC(=O)OCC (2-Ethoxycarbonylmethyl-5-hydroxy-1-(4-isopropoxyphenyl)indole-3-carboxylic acid ethyl ester), FC(OC1=CC=C(C=C1)B(O)O)(F)F (4-trifluoromethoxyphenylboronic acid). Yields the product C(C)OC(=O)C1=C(N(C2=CC=C(C=C12)OC1=CC=C(C=C1)OC(F)(F)F)C1=CC=C(C=C1)OC(C)C)CC(=O)OCC (2-Ethoxycarbonylmethyl-1-(4-isopropoxyphenyl)-5-(4-trifluoromethoxyphen-oxy)indole-3-carboxylic acid ethyl ester). Reported procedure: The sub-title compound was prepared in accordance with step (c) Example 1 from 2-ethoxycarbonylmethyl-5-hydroxy-1-(4-isopropoxyphenyl)-indole-3-carboxylic acid ethyl ester (212 mg, 0.50 mmol, see step (b) Example 12) and 4-trifluoromethoxyphenylboronic acid (154 mg, 0.75 mmol). Yield 156 mg (53%).